This data is from the Open Reaction Database (ORD), a public repository of structured organic reaction records. The task is: describe an organic reaction: reactants, conditions, products, and yield The reactants are CC(C)(C)OC(=O)N1CC(C(=O)O)C1, CN(C)C=O, O=C(Cl)C(=O)Cl, ClCCl. Product: CC(C)(C)OC(=O)N1CC(C(=O)Cl)C1. As a reaction SMILES: [C:1]([CH3:2])([CH3:3])([CH3:4])[O:5][C:6](=[O:7])[N:8]1[CH2:9][CH:10]([C:12](=[O:13])[OH:14])[CH2:11]1.[CH3:21][N:22]([CH3:23])[CH:24]=[O:25].[Cl:15][C:16]([C:17]([Cl:18])=[O:19])=[O:20].[Cl:26][CH2:27][Cl:28]>>[C:1]([CH3:2])([CH3:3])([CH3:4])[O:5][C:6](=[O:7])[N:8]1[CH2:9][CH:10]([C:12](=[O:14])[Cl:15])[CH2:11]1. Starting materials: O=C1CC2CC(N(CC2CC1)C(=O)OC)C(=O)OCC (ethyl 6-oxo-2-(methoxycarbonyl)-decahydroisoquinoline-3-carboxylate), [Na] (sodium), C(C)OC(C1=CC(=CC=C1)N)=O (3-aminobenzoic acid ethyl ester), C(C)(=O)O (acetic acid). Run in CCCCCC.C(C)(=O)OCC (hexane ethyl acetate). The product is C(C)OC(=O)C=1C=C(C=CC1)N[C@@H]1C[C@@H]2C[C@H](N(C[C@@H]2CC1)C(=O)OC)C(=O)OCC (Ethyl (3S, 4aR, 6S, 8aR) 6-(3-ethoxycarbonylphenylamino)-2-methoxycarbonyl-1,2,3,4,4a,5,6,7,8,8a-decahydroisoquinoline-3-carboxylate). The yield is 91.1%. RXN SMILES: O=[C:2]1[CH2:11][CH2:10][CH:9]2[CH:4]([CH2:5][CH:6]([C:16]([O:18][CH2:19][CH3:20])=[O:17])[N:7]([C:12]([O:14][CH3:15])=[O:13])[CH2:8]2)[CH2:3]1.[CH2:21]([O:23][C:24](=[O:32])[C:25]1[CH:30]=[CH:29][CH:28]=[C:27]([NH2:31])[CH:26]=1)[CH3:22].C(O)(=O)C.[Na]>CCCCCC.C(OCC)(=O)C>[CH2:21]([O:23][C:24]([C:25]1[CH:26]=[C:27]([NH:31][C@H:2]2[CH2:11][CH2:10][C@@H:9]3[C@@H:4]([CH2:5][C@@H:6]([C:16]([O:18][CH2:19][CH3:20])=[O:17])[N:7]([C:12]([O:14][CH3:15])=[O:13])[CH2:8]3)[CH2:3]2)[CH:28]=[CH:29][CH:30]=1)=[O:32])[CH3:22] |f:4.5,^1:36|. Procedure details: Following the procedures from Example 1A, and using ethyl 6-oxo-2-(methoxycarbonyl)-decahydroisoquinoline-3-carboxylate (11.4 g, 40.28 mmol), 3-aminobenzoic acid ethyl ester (3.5 g, 21.2 mmol), glacial acetic acid (5.0 mL, 84.0 mmol), and sodium triacethoxyborohydride (12.58 g, 59.36 mmol) flash chromatography (silica gel, hexane-ethyl acetate 3:1) afforded 8.35 g (92% yield) of the title compound. The reactants are ClC1=NC(=NC(=C1)Cl)SC (4,6-dichloro-2-methylthiopyrimidine), CO (methanol), C[O-].[Na+] (sodium methoxide). Conditions: time 18 hour. The product is COC1=NC(=NC(=C1)OC)SC (4,6-dimethoxy-2-methylthiopyrimidine). As a reaction SMILES: Cl[C:2]1[CH:7]=[C:6](Cl)[N:5]=[C:4]([S:9][CH3:10])[N:3]=1.[CH3:11][O-:12].[Na+].[CH3:14][OH:15]>>[CH3:11][O:12][C:2]1[CH:7]=[C:6]([O:15][CH3:14])[N:5]=[C:4]([S:9][CH3:10])[N:3]=1 |f:1.2|. Reported procedure: A stirred solution of 162.8 grams (0.832 mole) of 4,6-dichloro-2-methylthiopyrimidine in 325 mL of methanol was cooled to 15° C., and 419 mL (1.83 mole) of sodium methoxide (25% in methanol) was added dropwise at a rate to maintain the reaction mixture temperature below 20° C. Upon completion of the addition, which required 45 minutes, the reaction mixture was allowed to warm to ambient temperature where it was stirred for 18 hours. After this time the reaction mixture was concentrated under red... The reactants are [H-].[Na+] (Sodium hydride), C1(=CC=CC=C1)C=1C(NC2=CC=CC=C2C1)=S (3-phenylquinolin-2-thione), Cl.Cl[C@H]1[C@@H](CCCC1)N (trans-2-chlorocyclohexylamine hydrochloride), [H][H] (hydrogen). The solvent is CN(C=O)C (dimethylformamide), O (water). Yields the product Cl.N[C@H]1[C@@H](CCCC1)SC1=NC2=CC=CC=C2C=C1C1=CC=CC=C1 (2-(trans-2-aminocyclohexylthio)-3-phenylquinoline hydrochloride). RXN SMILES: [H-].[Na+].[C:3]1([C:9]2[C:10](=[S:19])[NH:11][C:12]3[C:17]([CH:18]=2)=[CH:16][CH:15]=[CH:14][CH:13]=3)[CH:8]=[CH:7][CH:6]=[CH:5][CH:4]=1.[H][H].Cl.[Cl:23][C@@H:24]1[CH2:29][CH2:28][CH2:27][CH2:26][C@H:25]1[NH2:30]>CN(C)C=O.O>[ClH:23].[NH2:30][C@@H:25]1[CH2:26][CH2:27][CH2:28][CH2:29][C@H:24]1[S:19][C:10]1[C:9]([C:3]2[CH:4]=[CH:5][CH:6]=[CH:7][CH:8]=2)=[CH:18][C:17]2[C:12](=[CH:13][CH:14]=[CH:15][CH:16]=2)[N:11]=1 |f:0.1,4.5,8.9|. Reaction conditions: time 20 hour. Procedure: Sodium hydride (0.68 g. of a 50% w/w dispersion in mineral oil) was added to a solution of 3-phenylquinolin-2-thione (1.6 g.) in dimethylformamide (10 ml.) at ambient temperature. When all the hydrogen had evolved, trans-2-chlorocyclohexylamine hydrochloride (1.2 g.) was added and the reaction mixture was stirred at 60° for 20 hr. The reaction mixture was cooled to ambient temperature, diluted with water (100 ml.), and extracted with ethyl acetate (2×30 ml.). The ethyl acetate extract was washed...